Dataset: the Open Reaction Database (ORD), a public repository of structured organic reaction records. Task: describe an organic reaction: reactants, conditions, products, and yield The reactants are C(#N)C1=CC=C(C(=O)O)C=C1 (p-Cyanobenzoic acid), C(=O)(Cl)Cl (phosgene). Run in C(C)#N (acetonitrile). Product: C(#N)C1=CC=C(C(=O)Cl)C=C1 (p-cyanobenzoyl chloride). Isolated yield 97.9%. Reaction SMILES: [C:1]([C:3]1[CH:11]=[CH:10][C:6]([C:7](O)=[O:8])=[CH:5][CH:4]=1)#[N:2].C(Cl)([Cl:14])=O>C(#N)C>[C:1]([C:3]1[CH:11]=[CH:10][C:6]([C:7]([Cl:14])=[O:8])=[CH:5][CH:4]=1)#[N:2]. Procedure: p-Cyanobenzoic acid (14.7 g) and acetonitrile (300 ml) were mixed and stirred vigorously while the solvent was refluxed, and phosgene gas (30 g) was introduced to the mixture over four hours. After dry nitrogen gas was introduced to the reaction mixture for one hour, acetonitrile was removed under ambient pressure, and was further removed under reduced pressure through distillation, to thereby obtain 16.2 g of p-cyanobenzoyl chloride (yield 98%, based on p-cyanobenzoic acid). The p-cyanobenzoyl ... Starting materials: Cl.N(N)C1=NC=C(C=C1)S(=O)(=O)C (2-Hydrazino-5-(methylsulfonyl)pyridine hydrochloride), FC(C(CC(=O)C1=CCCCC1)=O)(F)F (4,4,4-trifluoro-1-(1-cyclohexenyl)-1,3-butanedione). Solvent: C(C)O (ethanol). The product is C1(=CCCCC1)C1=CC(=NN1C1=NC=C(C=C1)S(=O)(=O)C)C(F)(F)F (2-[5-(1-Cyclohexenyl)-3-trifluoromethyl-pyrazol-1-yl]-5-methanesulfonyl-pyridine). The yield is 18.3%. Reaction SMILES: Cl.[NH:2]([C:4]1[CH:9]=[CH:8][C:7]([S:10]([CH3:13])(=[O:12])=[O:11])=[CH:6][N:5]=1)[NH2:3].[F:14][C:15]([F:28])([F:27])[C:16](=O)[CH2:17][C:18]([C:20]1[CH2:25][CH2:24][CH2:23][CH2:22][CH:21]=1)=O>C(O)C>[C:20]1([C:18]2[N:2]([C:4]3[CH:9]=[CH:8][C:7]([S:10]([CH3:13])(=[O:11])=[O:12])=[CH:6][N:5]=3)[N:3]=[C:16]([C:15]([F:14])([F:27])[F:28])[CH:17]=2)[CH2:25][CH2:24][CH2:23][CH2:22][CH:21]=1 |f:0.1|. Procedure details: 2-Hydrazino-5-(methylsulfonyl)pyridine hydrochloride (128 mg, 0.54 mmol) and 4,4,4-trifluoro-1-(1-cyclohexenyl)-1,3-butanedione (100 mg, 0.45 mmol) were mixed in ethanol (8 ml). The resulting reaction mixture was heated at reflux temperature for 35 hours. The solvent was then removed in vacuo, and the residue was partitioned between EtOAc and water. The organic layer was washed with brine and concentrated in vacuo. The product was purified by flash chromatography using methylene chloride to give...